This data is from the Open Reaction Database (ORD), a public repository of structured organic reaction records. The task is: describe an organic reaction: reactants, conditions, products, and yield Reactants: CN(C)S(=O)(=O)c1ccc(C#N)c(C(F)(F)F)c1, CCO, [Na+], [OH-], O, OO. The product is CN(C)S(=O)(=O)c1ccc(C(N)=O)c(C(F)(F)F)c1. As a reaction SMILES: [CH3:1][N:2]([S:3](=[O:4])(=[O:5])[c:6]1[cH:7][c:8]([C:14]([F:15])([F:16])[F:17])[c:9]([C:10]#[N:11])[cH:12][cH:13]1)[CH3:18].[CH3:21][CH2:22][OH:23].[Na+:20].[OH-:19].[OH2:26].[OH:24][OH:25]>>[CH3:1][N:2]([S:3](=[O:4])(=[O:5])[c:6]1[cH:7][c:8]([C:14]([F:15])([F:16])[F:17])[c:9]([C:10]([NH2:11])=[O:23])[cH:12][cH:13]1)[CH3:18]. Reactants: ClC=1C=CC(=C(C1)C1=NNC(C2=CC(=CC=C12)S(=O)(=O)N(C=1SC=CN1)CC1=CC=C(C=C1)OC)=O)OC (1-(5-chloro-2-methoxyphenyl)-N-(4-methoxybenzyl)-4-oxo-N-(thiazol-2-yl)-3,4-dihydrophthalazine-6-sulfonamide), C(Cl)Cl (DCM), C(=O)(C(F)(F)F)O (TFA). Conditions: time 30 minute. Yields the product ClC=1C=CC(=C(C1)C1=NNC(C2=CC(=CC=C12)S(=O)(=O)NC=1SC=CN1)=O)OC (1-(5-chloro-2-methoxyphenyl)-4-oxo-N-(thiazol-2-yl)-3,4-dihydrophthalazine-6-sulfonamide). The yield is 72.7%. Reaction SMILES: [Cl:1][C:2]1[CH:3]=[CH:4][C:5]([O:37][CH3:38])=[C:6]([C:8]2[C:17]3[C:12](=[CH:13][C:14]([S:18]([N:21](CC4C=CC(OC)=CC=4)[C:22]4[S:23][CH:24]=[CH:25][N:26]=4)(=[O:20])=[O:19])=[CH:15][CH:16]=3)[C:11](=[O:36])[NH:10][N:9]=2)[CH:7]=1.C(Cl)Cl.C(O)(C(F)(F)F)=O>>[Cl:1][C:2]1[CH:3]=[CH:4][C:5]([O:37][CH3:38])=[C:6]([C:8]2[C:17]3[C:12](=[CH:13][C:14]([S:18]([NH:21][C:22]4[S:23][CH:24]=[CH:25][N:26]=4)(=[O:20])=[O:19])=[CH:15][CH:16]=3)[C:11](=[O:36])[NH:10][N:9]=2)[CH:7]=1. Procedure details: In a vial, 1-(5-chloro-2-methoxyphenyl)-N-(4-methoxybenzyl)-4-oxo-N-(thiazol-2-yl)-3,4-dihydrophthalazine-6-sulfonamide (56 mg, 0.098 mmol) was dissolved in DCM (984 μl, 0.098 mmol) and then TFA (37.9 μl, 0.492 mmol) was added. After 30 min at rt, LCMS showed product. The reaction was quenched with saturated aqueous NaHCO3 (1 mL). White solid precipitated out of the solution and was filtered off with the aid of water. The solid was washed with 3 mL of water and dried to afford 1-(5-chloro-2-meth... The reactants are C([O-])([O-])=O.[Na+].[Na+] (sodium carbonate), ClC1=CC=C(CCNC(=O)C2=CC(=C(OC3=C(C=C(C=C3)CC(=O)OC)Cl)C=C2)[N+](=O)[O-])C=C1 (Methyl 2-(4-(4-((4-chlorophenethyl)carbamoyl)-2-nitrophenoxy)-3-chlorophenyl)acetate), C(Cl)Cl (DCM), [NH4+].[Cl-] (NH4Cl). Reagents/catalysts: [Zn] (Zn). The solvent is C1CCOC1 (THF). Run at time 1 hour. The product is ClC1=CC=C(CCNC(=O)C2=CC(=C(OC3=C(C=C(C=C3)CC(=O)OC)Cl)C=C2)N)C=C1 (methyl 2-(4-(4-((4-chlorophenethyl)carbamoyl)-2-aminophenoxy)-3-chlorophenyl)acetate). Yield: 98.4%. As a reaction SMILES: [Cl:1][C:2]1[CH:34]=[CH:33][C:5]([CH2:6][CH2:7][NH:8][C:9]([C:11]2[CH:29]=[CH:28][C:14]([O:15][C:16]3[CH:21]=[CH:20][C:19]([CH2:22][C:23]([O:25][CH3:26])=[O:24])=[CH:18][C:17]=3[Cl:27])=[C:13]([N+:30]([O-])=O)[CH:12]=2)=[O:10])=[CH:4][CH:3]=1.[NH4+].[Cl-].C(Cl)Cl.C(=O)([O-])[O-].[Na+].[Na+]>C1COCC1.[Zn]>[Cl:1][C:2]1[CH:3]=[CH:4][C:5]([CH2:6][CH2:7][NH:8][C:9]([C:11]2[CH:29]=[CH:28][C:14]([O:15][C:16]3[CH:21]=[CH:20][C:19]([CH2:22][C:23]([O:25][CH3:26])=[O:24])=[CH:18][C:17]=3[Cl:27])=[C:13]([NH2:30])[CH:12]=2)=[O:10])=[CH:33][CH:34]=1 |f:1.2,4.5.6|. Reported procedure: Methyl 2-(4-(4-((4-chlorophenethyl)carbamoyl)-2-nitrophenoxy)-3-chlorophenyl)acetate (110 mg, 0.219 mmol) was diluted with THF (1 mL) followed by the addition of Zn dust (14.3 mg, 0.219 mmol) and saturated NH4Cl (1 mL). After stirring for 1 hour, the reaction was diluted DCM and 10% aq. sodium carbonate. The layers were separated and the organic layer was dried over MgSO4, filtered and concentrated to yield methyl 2-(4-(4-((4-chlorophenethyl)carbamoyl)-2-aminophenoxy)-3-chlorophenyl)acetate (102... The reactants are CC#N, CCOCC, CC(C)c1nc(Cl)cc(CCl)n1, [F-], [K+], C1COCCOCCOCCOCCOCCO1. The product is CC(C)c1nc(F)cc(CCl)n1. Reaction SMILES: [CH3:33][C:34]#[N:35].[CH3:36][CH2:37][O:38][CH2:39][CH3:40].[Cl:1][c:2]1[cH:3][c:4]([CH2:11][Cl:12])[n:5][c:6]([CH:8]([CH3:9])[CH3:10])[n:7]1.[F-:13].[K+:14].[O:15]1[CH2:16][CH2:17][O:18][CH2:19][CH2:20][O:21][CH2:22][CH2:23][O:24][CH2:25][CH2:26][O:27][CH2:28][CH2:29][O:30][CH2:31][CH2:32]1>>[c:2]1([F:13])[cH:3][c:4]([CH2:11][Cl:12])[n:5][c:6]([CH:8]([CH3:9])[CH3:10])[n:7]1. The reactants are C(C)OC(C(N)=C(C1=C(C=CC=C1)Cl)C1=C(C=NC=C1)N)OCC (2,2-Diethoxy-N-[α-(3-amino-4-pyridyl)-2-chlorobenzylidene]ethylamine). The solvent is Cl (hydrogen chloride), C(C)O (ethanol). The product is NC=1C=NC2=CN=CC=C2C1C1=C(C=CC=C1)Cl (3-amino-4-(2-chlorophenyl)-1,7-naphthyridine). Isolated yield 34.6%. RXN SMILES: C(O[CH:4](OCC)[C:5](=[C:7]([C:15]1[CH:20]=[CH:19][N:18]=[CH:17][C:16]=1[NH2:21])[C:8]1[CH:13]=[CH:12][CH:11]=[CH:10][C:9]=1[Cl:14])[NH2:6])C>Cl.C(O)C>[NH2:6][C:5]1[CH:4]=[N:21][C:16]2[C:15]([C:7]=1[C:8]1[CH:13]=[CH:12][CH:11]=[CH:10][C:9]=1[Cl:14])=[CH:20][CH:19]=[N:18][CH:17]=2. Procedure details: 2,2-Diethoxy-N-[α-(3-amino-4-pyridyl)-2-chlorobenzylidene]ethylamine (4.00 g, 11.17 mmol) was dissolved in 10% hydrogen chloride in ethanol (60 ml), and the mixture was refluxed for 5 hours. The mixture was concentrated under reduced pressure, and to the residue was added a saturated aqueous sodium hydrogen carbonate solution, and the mixture was extracted with ethyl acetate. The extract was washed with water, washed with a saturated aqueous sodium chloride solution, dried over anhydrous sodium ... Starting materials: C(CCCCCC)[C@@H]1CC[C@H](CC1)C1=CC=C(C=C1)C=1C(=C(C=CC1)Cl)C1=CC=C(C=C1)OC (4-(trans-4-heptylcyclohexyl)-3′-chloro-4″-methoxyterphenyl), Intermediate 2, C(C)(=O)O (acetic acid), I (hydroiodic acid). The solvent is O (water). Yields the product C(CCCCCC)[C@@H]1CC[C@H](CC1)C1=CC=C(C=C1)C=1C(=C(C=CC1)Cl)C1=CC=C(C=C1)O (4-(trans-4-Heptylcyclohexyl)-3′-chloro-4″-hydroxyterphenyl). Reaction SMILES: [CH2:1]([C@H:8]1[CH2:13][CH2:12][C@H:11]([C:14]2[CH:19]=[CH:18][C:17]([C:20]3[C:21]([C:27]4[CH:32]=[CH:31][C:30]([O:33]C)=[CH:29][CH:28]=4)=[C:22]([Cl:26])[CH:23]=[CH:24][CH:25]=3)=[CH:16][CH:15]=2)[CH2:10][CH2:9]1)[CH2:2][CH2:3][CH2:4][CH2:5][CH2:6][CH3:7].C(O)(=O)C.I>O>[CH2:1]([C@H:8]1[CH2:9][CH2:10][C@H:11]([C:14]2[CH:19]=[CH:18][C:17]([C:20]3[C:21]([C:27]4[CH:28]=[CH:29][C:30]([OH:33])=[CH:31][CH:32]=4)=[C:22]([Cl:26])[CH:23]=[CH:24][CH:25]=3)=[CH:16][CH:15]=2)[CH2:12][CH2:13]1)[CH2:2][CH2:3][CH2:4][CH2:5][CH2:6][CH3:7]. Procedure: 4-(trans-4-heptylcyclohexyl)-3′-chloro-4″-methoxyterphenyl of Intermediate 2 was mixed with 100 ml of acetic acid and 5 ml of 59% aqueous hydroiodic acid. The mixture was refluxed about twelve hours, cooled down to room temperature and poured into water. The product was twice extracted with methylene chloride. The combined organic layers were washed by diluted solution of sodium thiosulphate, water and dried over magnesium sulphate. After removing the solvent, the product was recrystallised from...